From a dataset of the Open Reaction Database (ORD), a public repository of structured organic reaction records. describe an organic reaction: reactants, conditions, products, and yield The reactants are NCCCCCNC(CCCCCCC\C=C/CCCCCCCC)=O (N-(5-Aminopentyl)oleamide), CC1(OCC(C(O1)C(=O)NCCC(=O)O)(C)C)C (3-[N-(2,2,5,5-tetramethyl-1,3-dioxane-4-carbonyl)amino]propionic acid). Product: C(CCCCCCC\C=C/CCCCCCCC)(=O)NCCCCCNC(CCNC(=O)C1OC(OCC1(C)C)(C)C)=O (N-(5-Oleoylaminopentyl)-3-[N-(2,2,5,5-tetramethyl-1,3-dioxane-4-carbonyl)amino]propanamide). Isolated yield 60.0%. Reaction SMILES: [NH2:1][CH2:2][CH2:3][CH2:4][CH2:5][CH2:6][NH:7][C:8](=[O:26])[CH2:9][CH2:10][CH2:11][CH2:12][CH2:13][CH2:14][CH2:15]/[CH:16]=[CH:17]\[CH2:18][CH2:19][CH2:20][CH2:21][CH2:22][CH2:23][CH2:24][CH3:25].[CH3:27][C:28]1([CH3:44])[O:33][CH:32]([C:34]([NH:36][CH2:37][CH2:38][C:39](O)=[O:40])=[O:35])[C:31]([CH3:43])([CH3:42])[CH2:30][O:29]1>>[C:8]([NH:7][CH2:6][CH2:5][CH2:4][CH2:3][CH2:2][NH:1][C:39](=[O:40])[CH2:38][CH2:37][NH:36][C:34]([CH:32]1[C:31]([CH3:42])([CH3:43])[CH2:30][O:29][C:28]([CH3:44])([CH3:27])[O:33]1)=[O:35])(=[O:26])[CH2:9][CH2:10][CH2:11][CH2:12][CH2:13][CH2:14][CH2:15]/[CH:16]=[CH:17]\[CH2:18][CH2:19][CH2:20][CH2:21][CH2:22][CH2:23][CH2:24][CH3:25]. Reported procedure: N-(5-Aminopentyl)oleamide (3.66 g) and 2.59 g of 3-[N-(2,2,5,5-tetramethyl-1,3-dioxane-4-carbonyl)amino]propionic acid were reacted in the same manner as in Example 1 to obtain 3.64 g of the title compound (yield: 60%). Starting materials: CI (methyl iodide), C(CCCCC)OC=1C(=NSN1)C=1C=NC=CC1 (3-(4-hexyloxy-1,2,5-thiadiazol-3-yl)pyridine). Run in CC(=O)C (acetone). Conditions: time 18 hour. The product is [I-].C(CCCCC)OC=1C(=NSN1)C=1CN(C=CC1)C (3-(4-hexyloxy-1,2,5-thiadiazol-3-yl)-1-methylpyridine iodide). RXN SMILES: [CH3:1][I:2].[CH2:3]([O:9][C:10]1[C:11]([C:15]2[CH:16]=[N:17][CH:18]=[CH:19][CH:20]=2)=[N:12][S:13][N:14]=1)[CH2:4][CH2:5][CH2:6][CH2:7][CH3:8]>CC(C)=O>[I-:2].[CH2:3]([O:9][C:10]1[C:11]([C:15]2[CH2:16][N:17]([CH3:1])[CH:18]=[CH:19][CH:20]=2)=[N:12][S:13][N:14]=1)[CH2:4][CH2:5][CH2:6][CH2:7][CH3:8] |f:3.4|. Reported procedure: A mixture of methyl iodide (0.5 ml, 7.5 mmol) and 3-(4-hexyloxy-1,2,5-thiadiazol-3-yl)pyridine (658 mg, 2.5 mmol) in acetone (5 ml) was stirred at room temperature for 18 h. The title compound precipitated from the solution and was collected by filtration to yield 0.81 g (80%). The reactants are COC(=O)c1cc(Br)c(Br)o1, C1CCOC1, Cl, [Li+], [OH-]. Yields the product O=C(O)c1cc(Br)c(Br)o1. RXN SMILES: [Br:1][c:2]1[cH:3][c:4]([C:8](=[O:9])[O:10][CH3:11])[o:5][c:6]1[Br:7].[CH2:15]1[O:16][CH2:17][CH2:18][CH2:19]1.[ClH:14].[Li+:13].[OH-:12]>>[Br:1][c:2]1[cH:3][c:4]([C:8](=[O:9])[OH:10])[o:5][c:6]1[Br:7]. The reactants are CC1(C2=C(NC(CC1)=O)C=CC(=C2)[N+](=O)[O-])C (5,5-Dimethyl-7-nitro-1,3,4,5-tetrahydrobenzo[b]azepin-2-one), C([O-])([O-])=O.[Cs+].[Cs+] (cesium carbonate), ICC (iodoethane). The solvent is CN(C)C=O (DMF). Conditions: time 2.5 hour. The product is C(C)N1C2=C(C(CCC1=O)(C)C)C=C(C=C2)[N+](=O)[O-] (1-Ethyl-5,5-dimethyl-7-nitro-1,3,4,5-tetrahydro-benzo[b]azepin-2-one). Yield: 95.0%. Reaction SMILES: [CH3:1][C:2]1([CH3:17])[CH2:8][CH2:7][C:6](=[O:9])[NH:5][C:4]2[CH:10]=[CH:11][C:12]([N+:14]([O-:16])=[O:15])=[CH:13][C:3]1=2.C(=O)([O-])[O-].[Cs+].[Cs+].I[CH2:25][CH3:26]>CN(C=O)C>[CH2:25]([N:5]1[C:6](=[O:9])[CH2:7][CH2:8][C:2]([CH3:17])([CH3:1])[C:3]2[CH:13]=[C:12]([N+:14]([O-:16])=[O:15])[CH:11]=[CH:10][C:4]1=2)[CH3:26] |f:1.2.3|. Procedure: Combined 5,5-Dimethyl-7-nitro-1,3,4,5-tetrahydrobenzo[b]azepin-2-one (520 mg, 2.22 mmol), cesium carbonate (1.52 g, 4.7 mmol), iodoethane (355 uL, 4.44 mmol) and DMF (12 mL). Stirred at room temp. for 2.5 hours. Evaporated off solvent, added water and extracted into methylene chloride. Dried organic layer over sodium sulfate, filtered and concentrated under reduced pressure to yield a brown solid, 1-Ethyl-5,5-dimethyl-7-nitro-1,3,4,5-tetrahydro-benzo[b]azepin-2-one (553 mg, 95%). mp 67° C.; LCMS...